From a dataset of the Open Reaction Database (ORD), a public repository of structured organic reaction records. describe an organic reaction: reactants, conditions, products, and yield Reactants: CCNC(=O)C1OC(n2cnc3c(Cl)nc(I)nc32)C(OC(=O)c2ccccc2)C1OC(=O)c1ccccc1, CC(C)O, NCC(c1ccc(Cl)cc1)c1ccc(Cl)cc1. Yields the product CCNC(=O)C1OC(n2cnc3c(NCC(c4ccc(Cl)cc4)c4ccc(Cl)cc4)nc(I)nc32)C(OC(=O)c2ccccc2)C1OC(=O)c1ccccc1. As a reaction SMILES: [C:18]([c:19]1[cH:20][cH:21][cH:22][cH:23][cH:24]1)(=[O:25])[O:26][CH:27]1[CH:28]([n:46]2[c:47]3[n:48][c:49]([I:56])[n:50][c:51]([Cl:55])[c:52]3[n:53][cH:54]2)[O:29][CH:30]([C:41](=[O:42])[NH:43][CH2:44][CH3:45])[CH:31]1[O:32][C:33]([c:34]1[cH:35][cH:36][cH:37][cH:38][cH:39]1)=[O:40].[CH:57]([OH:58])([CH3:59])[CH3:60].[Cl:1][c:2]1[cH:3][cH:4][c:5]([CH:8]([CH2:9][NH2:10])[c:11]2[cH:12][cH:13][c:14]([Cl:17])[cH:15][cH:16]2)[cH:6][cH:7]1>>[Cl:1][c:2]1[cH:3][cH:4][c:5]([CH:8]([CH2:9][NH:10][c:51]2[n:50][c:49]([I:56])[n:48][c:47]3[n:46]([CH:28]4[CH:27]([O:26][C:18]([c:19]5[cH:20][cH:21][cH:22][cH:23][cH:24]5)=[O:25])[CH:31]([O:32][C:33]([c:34]5[cH:35][cH:36][cH:37][cH:38][cH:39]5)=[O:40])[CH:30]([C:41](=[O:42])[NH:43][CH2:44][CH3:45])[O:29]4)[cH:54][n:53][c:52]32)[c:11]2[cH:12][cH:13][c:14]([Cl:17])[cH:15][cH:16]2)[cH:6][cH:7]1.